Dataset: the Open Reaction Database (ORD), a public repository of structured organic reaction records. Task: describe an organic reaction: reactants, conditions, products, and yield Starting materials: BrC(C(C(C)(C)C)=O)C1=CC=CC=C1 (1-bromo-1-phenyl-3,3-dimethyl-butan-2-one), ClC1=CC=C(C=C1)O (4-chlorophenol), [Na] (sodium). The solvent is C(C)(=O)OCC (ethyl acetate), C(C)O (ethanol). Conditions: time 12 hour. Yields the product C1(=CC=CC=C1)C(C(C(C)(C)C)=O)OC1=CC=C(C=C1)Cl (1-phenyl-1-(4'-chlorophenoxy)-3,3-dimethyl-butan-2-one). Yield: 66.7%. RXN SMILES: Br[CH:2]([C:9]1[CH:14]=[CH:13][CH:12]=[CH:11][CH:10]=1)[C:3](=[O:8])[C:4]([CH3:7])([CH3:6])[CH3:5].[Cl:15][C:16]1[CH:21]=[CH:20][C:19]([OH:22])=[CH:18][CH:17]=1.[Na]>C(OCC)(=O)C.C(O)C>[C:9]1([CH:2]([O:22][C:19]2[CH:20]=[CH:21][C:16]([Cl:15])=[CH:17][CH:18]=2)[C:3](=[O:8])[C:4]([CH3:7])([CH3:6])[CH3:5])[CH:14]=[CH:13][CH:12]=[CH:11][CH:10]=1 |^1:22|. Procedure details: A solution of 25.4 g (0.1 mole) of 1-bromo-1-phenyl-3,3-dimethyl-butan-2-one in 50 ml of ethyl acetate was added dropwise, at the boil, to a solution of 12.85 g (0.1 mole) of 4-chlorophenol and 2.3 g (0.1 mole) of sodium in 100 ml of ethanol. After boiling for 12 hours under reflux, the sodium bromide which had separated out was filtered off hot. The filtrate was distilled in vacuo and the solid residue which remained was recrystallized from ligroin. 20.2 g (67% of theory) of 1-phenyl-1-(4'-chlo... Reactants: C(C)(C)(C)OC(=O)NC1CN(CC1)C1=C(C=C2C(C(=CN(C2=C1F)C1CC1)C(=O)O)=O)F (7-[3-t-butoxycarbonylamino-1-pyrrolidinyl]-1-cyclopropyl 6,8-difluoro-1,4-dihydro-4-oxo-3-quinolinecarboxylic acid), Cl (hydrochloric acid). Run in C(C)(=O)O (acetic acid). Conditions: temperature 60 celsius, time 18 hour. The product is Cl.NC1CN(CC1)C1=C(C=C2C(C(=CN(C2=C1F)C1CC1)C(=O)O)=O)F (7-[3-amino-1-pyrrolidinyl]-1-cyclopropyl-6,8-difluoro-1,4-dihydro-4-oxo-3-quinolinecarboxylic Acid Hydrochloride). Yield: 98.0%. RXN SMILES: C(OC([NH:8][CH:9]1[CH2:13][CH2:12][N:11]([C:14]2[C:23]([F:24])=[C:22]3[C:17]([C:18](=[O:31])[C:19]([C:28]([OH:30])=[O:29])=[CH:20][N:21]3[CH:25]3[CH2:27][CH2:26]3)=[CH:16][C:15]=2[F:32])[CH2:10]1)=O)(C)(C)C.[ClH:33]>C(O)(=O)C>[ClH:33].[NH2:8][CH:9]1[CH2:13][CH2:12][N:11]([C:14]2[C:23]([F:24])=[C:22]3[C:17]([C:18](=[O:31])[C:19]([C:28]([OH:30])=[O:29])=[CH:20][N:21]3[CH:25]3[CH2:26][CH2:27]3)=[CH:16][C:15]=2[F:32])[CH2:10]1 |f:3.4|. Procedure details: A suspension of 72.4 g (0.16 mole) of 7-[3-t-butoxycarbonylamino-1-pyrrolidinyl]-1-cyclopropyl 6,8-difluoro-1,4-dihydro-4-oxo-3-quinolinecarboxylic acid, 375 ml of 6M hydrochloric acid, and 750 ml of glacial acetic acid was heated at 60° C. for four hours and the resulting solution was stirred at room temperature for 18 hours. The reaction was filtered through a fiber glass pad to clarify and the filtrate was evaporated in vacuo. The residue was triturated with 600 ml of ethanol:ether (1:1), the... The reactants are [C-]#N.[Na+] (sodium cyanide), C1(CCCCC1)NCCCS(=O)(=O)O (3-(cyclohexylamino)propanesulfonic acid), ClC(=C[C@H]1C([C@H]1C(=O)Cl)(C)C)Cl (cis-3-(2,2-dichloroethenyl)-2,2-dimethylcyclopropanecarbonyl chloride), O(C1=CC=CC=C1)C=1C=C(C=O)C=CC1 (3-phenoxybenzaldehyde). Solvent: O (water), CCCCCCC (n-heptane). Reaction conditions: time 1 hour. The product is ClC(=C[C@H]1C([C@H]1C(=O)OC(C1=CC(=CC=C1)OC1=CC=CC=C1)C#N)(C)C)Cl (α-cyano-3-phenoxybenzyl cis-3-(2,2-dichloroethenyl)-2,2-dimethylcyclopropanecarboxylate). RXN SMILES: [C-]#N.[Na+].[CH:4]1([NH:10]CCCS(O)(=O)=O)CCCCC1.[Cl:18][C:19]([Cl:29])=[CH:20][C@@H:21]1[C@H:23]([C:24](Cl)=[O:25])[C:22]1([CH3:28])[CH3:27].[O:30]([C:37]1[CH:38]=[C:39]([CH:42]=[CH:43][CH:44]=1)[CH:40]=[O:41])[C:31]1[CH:36]=[CH:35][CH:34]=[CH:33][CH:32]=1>O.CCCCCCC>[Cl:18][C:19]([Cl:29])=[CH:20][C@@H:21]1[C@H:23]([C:24]([O:41][CH:40]([C:4]#[N:10])[C:39]2[CH:42]=[CH:43][CH:44]=[C:37]([O:30][C:31]3[CH:32]=[CH:33][CH:34]=[CH:35][CH:36]=3)[CH:38]=2)=[O:25])[C:22]1([CH3:28])[CH3:27] |f:0.1|. Procedure details: A stirred mixture of sodium cyanide (18.0 g, 0.36 mole) and 3-(cyclohexylamino)propanesulfonic acid (1.34 g, 0.006 mole) in 300 ml of water was warmed to 40°. During a one hour period, maintaining a reaction temperature of about 40°, a solution of cis-3-(2,2-dichloroethenyl)-2,2-dimethylcyclopropanecarbonyl chloride (71.7 g, 0.315 mole) and 3-phenoxybenzaldehyde (61.9 g, 0.3 mole) in 262.2 g of n-heptane was added. The mixture was then stirred at 40° for one additional hour, after which it was w... Starting materials: C(C)(C)(C)OC(=O)NC(C(=O)OC1CC2CCC(C1)N2C)C2=CC=CC=C2 (8-methyl-8-azabicyclo[3.2.1]octan-3-yl 2-(tert-butoxycarbonyl-amino)-2-phenylacetate), IC (iodomethane). Solvent: CN(C)C=O (DMF). Reaction conditions: time 15 hour. Yields the product [I-].C(C)(C)(C)OC(=O)NC(C(=O)OC1CC2CCC(C1)[N+]2(C)C)C2=CC=CC=C2 (3-(2-(tert-butoxycarbonylamino)-2-phenylacetoxy)-8,8-dimethyl-8-azoniabicyclo[3.2.1]octane iodide). Yield: 28.0%. Reaction SMILES: [C:1]([O:5][C:6]([NH:8][CH:9]([C:22]1[CH:27]=[CH:26][CH:25]=[CH:24][CH:23]=1)[C:10]([O:12][CH:13]1[CH2:19][CH:18]2[N:20]([CH3:21])[CH:15]([CH2:16][CH2:17]2)[CH2:14]1)=[O:11])=[O:7])([CH3:4])([CH3:3])[CH3:2].[I:28][CH3:29]>CN(C=O)C>[I-:28].[C:1]([O:5][C:6]([NH:8][CH:9]([C:22]1[CH:23]=[CH:24][CH:25]=[CH:26][CH:27]=1)[C:10]([O:12][CH:13]1[CH2:14][CH:15]2[N+:20]([CH3:29])([CH3:21])[CH:18]([CH2:17][CH2:16]2)[CH2:19]1)=[O:11])=[O:7])([CH3:4])([CH3:2])[CH3:3] |f:3.4|. Reported procedure: To a solution of 8-methyl-8-azabicyclo[3.2.1]octan-3-yl 2-(tert-butoxycarbonyl-amino)-2-phenylacetate (C58) (230 mg, 0.61 mmol) in DMF (15 ml), was added iodomethane (42.1 μl, 0.68 mmol). The reaction was stirred at RT for 15 hours, and then the solvent was evaporated. The crude was triturated with i-Pr2O and then purified by flash chromatography (DCM/MeOH=95/5 to 9/1) to obtain 3-(2-(tert-butoxycarbonylamino)-2-phenylacetoxy)-8,8-dimethyl-8-azoniabicyclo[3.2.1]octane iodide (88.2 mg: 28% yield)... The reactants are BrCCCO[Si](C)(C)C(C)(C)C (3-bromopropoxy-t-butyldimethylsilane), OC1=C(C(OC(=C1)C)=O)C(CC)=O (4-hydroxy-6-methyl-3-propionyl-2H-pyran-2-one), [Li+].CC(C)[N-]C(C)C (LDA), CN(C)P(=O)(N(C)C)N(C)C (HMPA). Run in C1CCOC1 (THF), C1CCOC1 (THF), C1CCOC1 (THF). Conditions: time 1 hour. The product is [Si](C)(C)(C(C)(C)C)OCCCCC1=CC(=C(C(O1)=O)C(CC)=O)O (6-(4-((t-Butyldimethylsilyl)oxy)butyl)-4-hydroxy-3-propionyl-2H-pyran-2-one). As a reaction SMILES: [OH:1][C:2]1[CH:7]=[C:6]([CH3:8])[O:5][C:4](=[O:9])[C:3]=1[C:10](=[O:13])[CH2:11][CH3:12].[Li+].CC([N-]C(C)C)C.CN(P(N(C)C)(N(C)C)=O)C.Br[CH2:34][CH2:35][CH2:36][O:37][Si:38]([C:41]([CH3:44])([CH3:43])[CH3:42])([CH3:40])[CH3:39]>C1COCC1>[Si:38]([O:37][CH2:36][CH2:35][CH2:34][CH2:8][C:6]1[O:5][C:4](=[O:9])[C:3]([C:10](=[O:13])[CH2:11][CH3:12])=[C:2]([OH:1])[CH:7]=1)([C:41]([CH3:42])([CH3:43])[CH3:44])([CH3:40])[CH3:39] |f:1.2|. Reported procedure: To 4-hydroxy-6-methyl-3-propionyl-2H-pyran-2-one (XII; 7 g, 38.5 mmol) in 60 ml anhydrous THF at −72° C. under argon, was added freshly prepared LDA (18.5 ml DIPEA in 150 ml THF with 52 ml 2.5 M n-butyllithium, Aldrich) in 150 ml anhydrous THF, and 20 ml HMPA (Aldrich). The reaction mixture was stirred for 1 h. 3-bromopropoxy-t-butyldimethylsilane (7 ml g; 27.7 mmol; Aldrich) in 50 ml anhydrous THF was added over 30 min, and stirred for an additional 5 min. The reaction mixture was quenched with... Reaction SMILES: Cl[C:2]1[C:11]2[C:6](=[CH:7][CH:8]=[C:9]([F:12])[CH:10]=2)[N:5]=[C:4]([CH3:13])[CH:3]=1>[Rh]>[F:12][C:9]1[CH:10]=[C:11]2[C:6](=[CH:7][CH:8]=1)[NH:5][CH:4]([CH3:13])[CH2:3][CH2:2]2. Yields the product FC=1C=C2CCC(NC2=CC1)C (6-fluoro-2-methyltetrahydroquinoline). Procedure: 4-Chloro-6-fluoroquinaldine was reduced with rhodium on carbon to give 6-fluoro-2-methyltetrahydroquinoline. The reagents and catalysts are [Rh] (rhodium on carbon). The reactants are ClC1=CC(=NC2=CC=C(C=C12)F)C (4-Chloro-6-fluoroquinaldine). The reactants are C(C)OC(=O)Cl (ethoxycarbonyl chloride), oil, [H-].[Na+] (sodium hydride), CC=1NC(=C(N1)CC)SC1=CC=CC=C1 (2-Methy1-4-ethyl-5-phenylthioimidazole). Solvent: CN(C=O)C (dimethylformamide). Conditions: time 15 minute. The product is C(C)OCN1C(=NC(=C1SC1=CC=CC=C1)CC)C (1-Ethoxymethy1-4-ethy1-2-methyl-5-phenylthioimidazole). The yield is 64.5%. Reaction SMILES: [CH3:1][C:2]1[NH:3][C:4]([S:9][C:10]2[CH:15]=[CH:14][CH:13]=[CH:12][CH:11]=2)=[C:5]([CH2:7][CH3:8])[N:6]=1.[H-].[Na+].[CH2:18]([O:20][C:21](Cl)=O)[CH3:19]>CN(C)C=O>[CH2:18]([O:20][CH2:21][N:3]1[C:4]([S:9][C:10]2[CH:15]=[CH:14][CH:13]=[CH:12][CH:11]=2)=[C:5]([CH2:7][CH3:8])[N:6]=[C:2]1[CH3:1])[CH3:19] |f:1.2|. Reported procedure: To a solution of 500 mg of 4-ethyl-2-methyl-5-phenylthioimidazole 2 (2.3 mmol ) obtained in Example 1 (2) in 5 ml of dry dimethylformamide is added 140 mg of 60% oil suspension of sodium hydride (3.5 mmol) under ice cooling. Five minutes later, 330 mg of ethoxycarbonyl chloride (3.5 mmol) is added to the mixture, which is stirred for 15 minutes. The reaction mixture is poured onto ice water and extracted with ethyl ether. The extract is washed with water, dried over sodium sulfate, filtered and ... Yields the product OC=1C(C=C(NC1)C(=O)NN1C(N(CCC1)C(=O)NS(=O)(=O)NC(=O)N1C([C@H](C1)NC(OCC1=CC=CC=C1)=O)=O)=O)=O ((S)-[1-[[[[[[3-[[(1,4-Dihydro-5-hydroxy-4-oxo-2-pyridinyl)-carbonyl]amino]tetrahydro-2-oxo-1(2H)-pyrimidinyl]carbonyl]amino]-sulfonyl]amino]carbonyl]-2-oxo-3-azetidinyl]carbamic acid, phenylmethyl ester). Solvent: O (water), C(C)(=O)OCC (ethyl acetate), ClCCl (dichloromethane). Isolated yield 55.2%. The reactants are OC=1C(C=C(NC1)C(=O)NN1C(N(CCC1)C(=O)N)=O)=O (3-[[(1,4-dihydro-5-hydroxy-4-oxo-2-pyridinyl)-carbonyl]-amino]tetrahydro-2-oxo-1(2H)-pyrimidinecarboxamide), CN(C(C(F)(F)F)=O)[Si](C)(C)C (N-methyl-N-trimethylsilyltrifluoroacetamide), O=C1NC[C@@H]1NC(OCC1=CC=CC=C1)=O ((S)-(2-oxo-3-azetidinyl)carbamic acid, phenylmethyl ester), ClS(=O)(=O)N=C=O.C(C)(=O)OCC (ethyl acetate chlorosulfonyl isocyanate), O=C1N(CCCN1)NC(OCC1=CC=CC=C1)=O ((Tetrahydro-2-oxo-1(2H)-pyrimidinyl)carbamic acid, phenylmethyl ester), O=C1N(CCCN1)NC(OCC1=CC=CC=C1)=O ((Tetrahydro-2-oxo-1(2H)-pyrimidinyl)carbamic acid, phenylmethyl ester). Procedure details: To a suspension of (S)-(2-oxo-3-azetidinyl)carbamic acid, phenylmethyl ester (6.61 g, 30.0 mmol) in 300 ml ethyl acetate chlorosulfonyl isocyanate (4.25 g, 30.0 mmol) was added, and the mixture was stirred for 1 hour at room temperature (solution A). To a solution of 3-[[(1,4-dihydro-5-hydroxy-4-oxo-2-pyridinyl)-carbonyl]-amino]tetrahydro-2-oxo-1(2H)-pyrimidinecarboxamide (8.86 g, 30.0 mmol) in 300 ml ethyl acetate, N-methyl-N-trimethylsilyltrifluoroacetamide (23.91 g, 120 mmol) was added. After... RXN SMILES: [O:1]=[C:2]1[C@@H:5]([NH:6][C:7](=[O:16])[O:8][CH2:9][C:10]2[CH:15]=[CH:14][CH:13]=[CH:12][CH:11]=2)[CH2:4][NH:3]1.Cl[S:18]([N:21]=[C:22]=[O:23])(=[O:20])=[O:19].C(OCC)(=O)C.O=C1NCCCN1NC(=O)OCC1C=CC=CC=1.[OH:48][C:49]1[C:50](=[O:68])[CH:51]=[C:52]([C:55]([NH:57][N:58]2[CH2:63][CH2:62][CH2:61][N:60]([C:64]([NH2:66])=[O:65])[C:59]2=[O:67])=[O:56])[NH:53][CH:54]=1.CN([Si](C)(C)C)C(=O)C(F)(F)F>C(OCC)(=O)C.O.ClCCl>[OH:48][C:49]1[C:50](=[O:68])[CH:51]=[C:52]([C:55]([NH:57][N:58]2[CH2:63][CH2:62][CH2:61][N:60]([C:64]([NH:66][S:18]([NH:21][C:22]([N:3]3[CH2:4][C@H:5]([NH:6][C:7](=[O:16])[O:8][CH2:9][C:10]4[CH:11]=[CH:12][CH:13]=[CH:14][CH:15]=4)[C:2]3=[O:1])=[O:23])(=[O:20])=[O:19])=[O:65])[C:59]2=[O:67])=[O:56])[NH:53][CH:54]=1 |f:1.2|.